From a dataset of the Open Reaction Database (ORD), a public repository of structured organic reaction records. describe an organic reaction: reactants, conditions, products, and yield The reactants are ClC1=C(C=CC(=C1)Cl)C1=NC(=NC=C1C=1NC=CN1)CCN (4-(2,4-dichlorophenyl)-5-imidazol-2-ylpyrimidin-2-ylethylamine), ClC1=CC=C(C(=N1)N(C)C)[N+](=O)[O-] (6-chloro-2-dimethylamino-3-nitro pyridine), ClC1=C(C=CC(=C1)Cl)C1=NC(=NC=C1C=1NC=CN1)NCCNC1=NC(=C(C=C1)[N+](=O)[O-])OC ([4-(2,4-dichlorophenyl)-5-imidazol-2-ylpyrimidin-2-yl]{2-[(6-methoxy-5-nitro(2-pyridyl))-amino]ethyl}amine). Product: ClC1=C(C=CC(=C1)Cl)C1=NC(=NC=C1C=1NC=CN1)NCCNC1=CC=C(C(=N1)N(C)C)[N+](=O)[O-] ({6-[(2-{[4-(2,4-dichlorophenyl)-5-imidazol-2-ylpyrimidin-2-yl]amino}ethyl)-amino]-3-nitro(2-pyridyl)}dimethylamine). Reaction SMILES: ClC1C=C(Cl)C=CC=1C1C(C2NC=CN=2)=CN=C(CCN)N=1.Cl[C:24]1[N:29]=[C:28]([N:30]([CH3:32])[CH3:31])[C:27]([N+:33]([O-:35])=[O:34])=[CH:26][CH:25]=1.[Cl:36][C:37]1[CH:42]=[C:41]([Cl:43])[CH:40]=[CH:39][C:38]=1[C:44]1[C:49]([C:50]2[NH:51][CH:52]=[CH:53][N:54]=2)=[CH:48][N:47]=[C:46]([NH:55][CH2:56][CH2:57][NH:58]C2C=CC([N+]([O-])=O)=C(OC)N=2)[N:45]=1>>[Cl:36][C:37]1[CH:42]=[C:41]([Cl:43])[CH:40]=[CH:39][C:38]=1[C:44]1[C:49]([C:50]2[NH:54][CH:53]=[CH:52][N:51]=2)=[CH:48][N:47]=[C:46]([NH:55][CH2:56][CH2:57][NH:58][C:24]2[N:29]=[C:28]([N:30]([CH3:32])[CH3:31])[C:27]([N+:33]([O-:35])=[O:34])=[CH:26][CH:25]=2)[N:45]=1. Procedure details: {6-[(2-{[4-(2,4-dichlorophenyl)-5-imidazol-2-ylpyrimidin-2-yl]amino}ethyl)-amino]-3-nitro(2-pyridyl)}dimethylamine was prepared from [4-(2,4-dichlorophenyl)-5-imidazol-2-ylpyrimidin-2-ylethylamine and 6-chloro-2-dimethylamino-3-nitro pyridine in accordance with the procedure described above for the preparation of [4-(2,4-dichlorophenyl)-5-imidazol-2-ylpyrimidin-2-yl]{2-[(6-methoxy-5-nitro(2-pyridyl))-amino]ethyl}amine. Starting materials: aqueous solution, [OH-].[Na+] (sodium hydroxide), C(C)OC(C(C)(C#N)C1=C2C=CN=C(C2=CC=C1)C1=CC=C(C=C1)Cl)=O (Ethyl-2-[1-(4-chlorophenyl)isoquinolin-5-yl]-2-cyanopropionate), S(O)(O)(=O)=O (sulfuric acid), C(C)(=O)O (acetic acid). Procedure: Ethyl-2-[1-(4-chlorophenyl)isoquinolin-5-yl]-2-cyanopropionate (1.0 g) was heated over an oil bath at 150° C. together with 2 ml of conc. sulfuric acid, 4 ml of acetic acid and 2 ml of water. After the reaction, the reaction mixture was poured into water. The pH of the mixture was adjusted to 4 with a 1 N aqueous solution of sodium hydroxide. The crystals that precipitated were extracted with dichloromethane, and dried over anhydrous sodium sulfate. The solvent was distilled off, and the residue... RXN SMILES: C([O:3][C:4](=[O:26])[C:5]([C:9]1[CH:18]=[CH:17][CH:16]=[C:15]2[C:10]=1[CH:11]=[CH:12][N:13]=[C:14]2[C:19]1[CH:24]=[CH:23][C:22]([Cl:25])=[CH:21][CH:20]=1)(C#N)[CH3:6])C.S(=O)(=O)(O)O.C(O)(=O)C.[OH-].[Na+]>O>[Cl:25][C:22]1[CH:21]=[CH:20][C:19]([C:14]2[C:15]3[C:10](=[C:9]([CH:5]([CH3:6])[C:4]([OH:26])=[O:3])[CH:18]=[CH:17][CH:16]=3)[CH:11]=[CH:12][N:13]=2)=[CH:24][CH:23]=1 |f:3.4|. Product: ClC1=CC=C(C=C1)C1=NC=CC2=C(C=CC=C12)C(C(=O)O)C (2-[1-(4-chlorophenyl)isoquinolin-5-yl]propionic acid). The solvent is O (water), O (water).